From a dataset of the Open Reaction Database (ORD), a public repository of structured organic reaction records. describe an organic reaction: reactants, conditions, products, and yield Reactants: O.C(C=O)(=O)O (glyoxylic acid monohydrate), NC(C1=CC=CC=C1)C1=CC=CC=C1 (aminodiphenylmethane), C1(=CC=CC=C1)B(O)O (phenylboronic acid). The yield is 83.8%. The product is C1(=CC=CC=C1)C(NC(C(=O)O)C1=CC=CC=C1)C1=CC=CC=C1 ((±)-N-(diphenylmethyl)-α-phenylglycine). Procedure details: To a stirred solution of glyoxylic acid monohydrate (92 mg, 1 mmol) in dichloromethane (7 mL) was added aminodiphenylmethane (183 mg, 1 mmol), followed by phenylboronic acid (122 mg, 1 mmol). After the flask was purged with argon and sealed, the reaction mixture was stirred vigorously at room temperature for 48 h. The resulting precipitate was isolated by filtration, washed with dichloromethane (10 mL) and purified by ion-exchange chromatography (Dowex 50W-X8) to give pure (±)-N-(diphenylmethyl)... Run in ClCCl (dichloromethane). RXN SMILES: O.[C:2]([OH:6])(=[O:5])[CH:3]=O.[NH2:7][CH:8]([C:15]1[CH:20]=[CH:19][CH:18]=[CH:17][CH:16]=1)[C:9]1[CH:14]=[CH:13][CH:12]=[CH:11][CH:10]=1.[C:21]1(B(O)O)[CH:26]=[CH:25][CH:24]=[CH:23][CH:22]=1>ClCCl>[C:15]1([CH:8]([C:9]2[CH:14]=[CH:13][CH:12]=[CH:11][CH:10]=2)[NH:7][CH:3]([C:21]2[CH:26]=[CH:25][CH:24]=[CH:23][CH:22]=2)[C:2]([OH:6])=[O:5])[CH:20]=[CH:19][CH:18]=[CH:17][CH:16]=1 |f:0.1|. Run at time 48 hour. Starting materials: COc1ccc(C(NCC(O[Si](C)(C)C(C)(C)C)c2ccc(OCc3ccccc3)c(NS(C)(=O)=O)c2)C(=O)O)cc1, CO. Yields the product COc1ccc(C(NCC(O[Si](C)(C)C(C)(C)C)c2ccc(O)c(NS(C)(=O)=O)c2)C(=O)O)cc1. As a reaction SMILES: [CH3:1][C:2]([CH3:3])([CH3:4])[Si:5]([O:6][CH:7]([CH2:8][NH:9][CH:10]([C:11](=[O:12])[OH:13])[c:14]1[cH:15][cH:16][c:17]([O:20][CH3:21])[cH:18][cH:19]1)[c:22]1[cH:23][c:24]([NH:36][S:37](=[O:38])(=[O:39])[CH3:40])[c:25]([O:28][CH2:29][c:30]2[cH:31][cH:32][cH:33][cH:34][cH:35]2)[cH:26][cH:27]1)([CH3:41])[CH3:42].[CH3:43][OH:44]>>[CH3:1][C:2]([CH3:3])([CH3:4])[Si:5]([O:6][CH:7]([CH2:8][NH:9][CH:10]([C:11](=[O:12])[OH:13])[c:14]1[cH:15][cH:16][c:17]([O:20][CH3:21])[cH:18][cH:19]1)[c:22]1[cH:23][c:24]([NH:36][S:37](=[O:38])(=[O:39])[CH3:40])[c:25]([OH:28])[cH:26][cH:27]1)([CH3:41])[CH3:42]. Reactants: C(=O)([O-])[O-].[K+].[K+] (K2CO3), CN(C)C=O (DMF), C(C1=CC=CC=C1)(C1=CC=CC=C1)N (benzhydrylamine), C(=O)([O-])[O-].[K+].[K+] (K2CO3), B1C2CCCC1CCC2 (9-BBN), C(=O)(O)[O-].[Na+] (NaHCO3), C(C=C)[Mg]Br (allyl magnesium bromide). The reagents and catalysts are [Pd] (Pd—C), [OH-].[OH-].[Pd+2] (Pd(OH)2). Solvent: CO (MeOH), CO (MeOH), C(Cl)Cl (CH2Cl2), CCN(CC)CC (Et3N), CCO (EtOH). Yields the product C(C)(C)(C)OC(=O)N1CC(C1)N (3-Aminoazetidine-1-carboxylic acid tert-butyl ester). RXN SMILES: [CH:1]([NH2:14])(C1C=CC=CC=1)C1C=CC=CC=1.[CH2:15]([Mg]Br)[CH:16]=[CH2:17].B1C2CCC[CH:21]1CCC2.[C:29]([O-:32])(O)=[O:30].[Na+].C([O-])([O-])=O.[K+].[K+].[CH3:40][N:41]([CH:43]=O)C>[OH-].[OH-].[Pd+2].[Pd].CO.C(Cl)Cl.CCN(CC)CC.CCO>[C:16]([O:32][C:29]([N:41]1[CH2:43][CH:1]([NH2:14])[CH2:40]1)=[O:30])([CH3:17])([CH3:21])[CH3:15] |f:3.4,5.6.7,9.10.11|. Reported procedure: Key: (a) benzhydrylamine, MeOH, 72 hours, 23° C., then reflux 72 hours; (b) MeOH, EtOH (1:1), Pd(OH)2 (20%), 12 hours; (c) Boc2, sat. NaHCO3, 24 hours; (d) MsCl, Et3N, CH2Cl2, 1 hour, 83%; (e) NaN3, DMF, 70° C., 72 hours, then H2, Pd—C (10%), MeOH, 5-6 hours, quantitative. Reactants: CCOC(=O)CCCCCCC(=NOCc1ccc(OCc2nc(-c3ccccc3)oc2C)cc1)c1ccccc1, Cl, [Na+], C1CCOC1, [OH-]. Product: Cc1oc(-c2ccccc2)nc1COc1ccc(CON=C(CCCCCCC(=O)O)c2ccccc2)cc1. Reaction SMILES: [CH3:3][c:4]1[c:5]([CH2:15][O:16][c:17]2[cH:18][cH:19][c:20]([CH2:21][O:22][N:23]=[C:24]([CH2:25][CH2:26][CH2:27][CH2:28][CH2:29][CH2:30][C:31](=[O:32])[O:33][CH2:34][CH3:35])[c:36]3[cH:37][cH:38][cH:39][cH:40][cH:41]3)[cH:42][cH:43]2)[n:6][c:7](-[c:9]2[cH:10][cH:11][cH:12][cH:13][cH:14]2)[o:8]1.[ClH:44].[Na+:2].[O:45]1[CH2:46][CH2:47][CH2:48][CH2:49]1.[OH-:1]>>[CH3:3][c:4]1[c:5]([CH2:15][O:16][c:17]2[cH:18][cH:19][c:20]([CH2:21][O:22][N:23]=[C:24]([CH2:25][CH2:26][CH2:27][CH2:28][CH2:29][CH2:30][C:31](=[O:32])[OH:33])[c:36]3[cH:37][cH:38][cH:39][cH:40][cH:41]3)[cH:42][cH:43]2)[n:6][c:7](-[c:9]2[cH:10][cH:11][cH:12][cH:13][cH:14]2)[o:8]1. Starting materials: NCC1C=2C=CC=C(C2CCC1)OC1=NC=C(C(=O)N)C=C1 (6-(5-aminomethyl-5,6,7,8-tetrahydro-naphtalene-1-yloxy)-nicotinamide), [BH3-]C#N.[Na+] (NaBH3CN), NCC1C=2C=CC=C(C2CCC1)OC1=NC=C(C(=O)N)C=C1 (6-(5-aminomethyl-5,6,7,8-tetrahydro-naphtalene-1-yloxy)-nicotinamide), O1CCC(CC1)=O (tetrahydro-4H-pyran-4-one). Yields the product O1CCC(CC1)NCC1C=2C=CC=C(C2CCC1)OC1=NC=C(C(=O)N)C=C1 (6-{5-[(Tetrahydro-pyran-4-ylamino)methyl]-5,6,7,8-tetrahydro-naphthalen-1-yloxy}-nicotinamide). The yield is 45.2%. Reaction SMILES: [NH2:1][CH2:2][CH:3]1[CH2:12][CH2:11][CH2:10][C:9]2[C:8]([O:13][C:14]3[CH:22]=[CH:21][C:17]([C:18]([NH2:20])=[O:19])=[CH:16][N:15]=3)=[CH:7][CH:6]=[CH:5][C:4]1=2.[O:23]1[CH2:28][CH2:27][C:26](=O)[CH2:25][CH2:24]1.[BH3-]C#N.[Na+]>>[O:23]1[CH2:28][CH2:27][CH:26]([NH:1][CH2:2][CH:3]2[CH2:12][CH2:11][CH2:10][C:9]3[C:8]([O:13][C:14]4[CH:22]=[CH:21][C:17]([C:18]([NH2:20])=[O:19])=[CH:16][N:15]=4)=[CH:7][CH:6]=[CH:5][C:4]2=3)[CH2:25][CH2:24]1 |f:2.3|. Procedure: Using a method similar to Example 204, using 6-(5-aminomethyl-5,6,7,8-tetrahydro-naphthalen-1-yloxy)nicotinamide (intermediate 20, 238 mg, 0.800 mmol), tetrahydro-4H-pyran-4-one (160 mg, 1.60 mmol), and NaBH3CN (100 mg, 1.60 mmol) gives the title compound (138 mg) as a white foam. Mass spectrum (ion spray): m/z=382 (M+1); 1HNMR (CDCl3): 8.57 (s, 1H), 8.16 (d, 1H), 7.23-7.16 (m, 2H), 6.94-6.90 (m, 2H), 5.86 (br. s, 2H), 4.00 (d, 2H), 3.40 (t, 2H), 3.15-2.78 (m, 3H), 2.65-2.41 (m, 2H), 1.97-1.46 (... Reactants: CC1CC2C3CCC4=CC(=O)C=CC4(C)C3=CCC2(C)C1C(=O)CI, c1ccc(-c2nc(-c3ccccn3)nc(N3CCNCC3)n2)nc1. Yields the product CC1CC2C3CCC4=CC(=O)C=CC4(C)C3=CCC2(C)C1C(=O)CN1CCN(c2nc(-c3ccccn3)nc(-c3ccccn3)n2)CC1. As a reaction SMILES: [I:1][CH2:2][C:3]([CH:4]1[CH:5]([CH3:24])[CH2:6][CH:7]2[CH:8]3[CH2:9][CH2:10][C:11]4=[CH:12][C:13](=[O:23])[CH:14]=[CH:15][C:16]4([CH3:17])[C:18]3=[CH:19][CH2:20][C:21]12[CH3:22])=[O:25].[n:26]1[c:27](-[c:32]2[n:33][c:34]([N:44]3[CH2:45][CH2:46][NH:47][CH2:48][CH2:49]3)[n:35][c:36](-[c:38]3[n:39][cH:40][cH:41][cH:42][cH:43]3)[n:37]2)[cH:28][cH:29][cH:30][cH:31]1>>[CH2:2]([C:3]([CH:4]1[CH:5]([CH3:24])[CH2:6][CH:7]2[CH:8]3[CH2:9][CH2:10][C:11]4=[CH:12][C:13](=[O:23])[CH:14]=[CH:15][C:16]4([CH3:17])[C:18]3=[CH:19][CH2:20][C:21]12[CH3:22])=[O:25])[N:47]1[CH2:46][CH2:45][N:44]([c:34]2[n:33][c:32](-[c:27]3[n:26][cH:31][cH:30][cH:29][cH:28]3)[n:37][c:36](-[c:38]3[n:39][cH:40][cH:41][cH:42][cH:43]3)[n:35]2)[CH2:49][CH2:48]1. Starting materials: CCN, CC(=O)Nc1ccc([N+](=O)[O-])c(F)c1. The product is CCNc1cc(NC(C)=O)ccc1[N+](=O)[O-]. Reaction SMILES: [CH3:15][CH2:16][NH2:17].[F:1][c:2]1[cH:3][c:4]([NH:5][C:6]([CH3:7])=[O:8])[cH:9][cH:10][c:11]1[N+:12](=[O:13])[O-:14]>>[c:2]1([NH:17][CH2:16][CH3:15])[cH:3][c:4]([NH:5][C:6]([CH3:7])=[O:8])[cH:9][cH:10][c:11]1[N+:12](=[O:13])[O-:14]. Starting materials: CN(C)C=O, CI, CSc1nc(=O)[nH]cc1F, [K]. The product is CSc1nc(=O)n(C)cc1F. RXN SMILES: [CH3:14][N:15]([CH3:16])[CH:17]=[O:18].[CH3:1][I:2].[CH3:4][S:5][c:6]1[n:7][c:8](=[O:13])[nH:9][cH:10][c:11]1[F:12].[K:3]>>[CH3:1][n:9]1[c:8](=[O:13])[n:7][c:6]([S:5][CH3:4])[c:11]([F:12])[cH:10]1. RXN SMILES: [CH2:1]([O:3][C:4](=[O:11])[CH:5]([NH2:10])[C:6]([F:9])([F:8])[F:7])[CH3:2].[C:12]1([CH3:24])[CH:17]=[C:16]([CH3:18])[CH:15]=[C:14]([CH3:19])[C:13]=1[S:20](Cl)(=[O:22])=[O:21].S(Cl)(Cl)(=O)=O>N1C=CC=CC=1.Cl>[CH2:1]([O:3][C:4](=[O:11])[CH:5]([NH:10][S:20]([C:13]1[C:14]([CH3:19])=[CH:15][C:16]([CH3:18])=[CH:17][C:12]=1[CH3:24])(=[O:22])=[O:21])[C:6]([F:7])([F:8])[F:9])[CH3:2]. Isolated yield 25.3%. Solvent: N1=CC=CC=C1 (pyridine), Cl (HCl). Procedure details: A mixture of 2.10 g (12.3 mmol) of 2-amino-3,3,3-trifluoropropionic acid ethyl ester and 2.80 g (12.8 mmol) of 2-mesitylenesulfonyl chloride in 10 mL of pyridine was warmed at 70° C. After 3 hours, TLC (ethyl acetate-hexanes (2:8)) indicated a new product (PMA stain) that was more polar then sulfonyl chloride. The mixture was then diluted with 1 N aqueous HCl and extracted with three 30 mL portions of ethyl acetate. The combined organic layers were washed with three 30 mL portions of 1 N aqueous... The reactants are ethyl acetate-hexanes, S(=O)(=O)(Cl)Cl (sulfonyl chloride), C(C)OC(C(C(F)(F)F)N)=O (2-amino-3,3,3-trifluoropropionic acid ethyl ester), C1(=C(C(=CC(=C1)C)C)S(=O)(=O)Cl)C (2-mesitylenesulfonyl chloride). Yields the product C(C)OC(C(C(F)(F)F)NS(=O)(=O)C1=C(C=C(C=C1C)C)C)=O (3,3,3-trifluoro-2-(2,4,6-trimethylbenzenesulfonylamino)propionic acid ethyl ester). Reaction conditions: temperature 70 celsius, time 3 hour.